This data is from the Open Reaction Database (ORD), a public repository of structured organic reaction records. The task is: describe an organic reaction: reactants, conditions, products, and yield Reactants: [BH3-]C#N, O=C([O-])O, Cn1ccnc1C=O, CO, CC(=O)O, [Na+], [Na+], CCCN(CCC)CCCCN1Cc2ccc(CNCc3ncc[nH]3)cc2C1. Product: CCCN(CCC)CCCCN1Cc2ccc(CN(Cc3ncc[nH]3)Cc3nccn3C)cc2C1. As a reaction SMILES: [C:37]([BH3-:38])#[N:39].[C:41](=[O:42])([O-:43])[OH:44].[CH3:29][n:30]1[c:31]([CH:35]=[O:36])[n:32][cH:33][cH:34]1.[CH3:46][OH:47].[CH3:48][C:49](=[O:50])[OH:51].[Na+:40].[Na+:45].[nH:1]1[c:2]([CH2:6][NH:7][CH2:8][c:9]2[cH:10][c:11]3[c:15]([cH:16][cH:17]2)[CH2:14][N:13]([CH2:18][CH2:19][CH2:20][CH2:21][N:22]([CH2:23][CH2:24][CH3:25])[CH2:26][CH2:27][CH3:28])[CH2:12]3)[n:3][cH:4][cH:5]1>>[nH:1]1[c:2]([CH2:6][N:7]([CH2:8][c:9]2[cH:10][c:11]3[c:15]([cH:16][cH:17]2)[CH2:14][N:13]([CH2:18][CH2:19][CH2:20][CH2:21][N:22]([CH2:23][CH2:24][CH3:25])[CH2:26][CH2:27][CH3:28])[CH2:12]3)[CH2:35][c:31]2[n:30]([CH3:29])[cH:34][cH:33][n:32]2)[n:3][cH:4][cH:5]1. Starting materials: [BH4-], C=CCOC(=O)N1CC(OS(C)(=O)=O)CC1C(=O)OC, CCO, CCOC(C)=O, Cl, [Na+], C1CCOC1, O. The product is C=CCOC(=O)N1CC(OS(C)(=O)=O)CC1CO. RXN SMILES: [BH4-:26].[CH2:1]([CH:2]=[CH2:3])[O:4][C:5](=[O:6])[N:7]1[CH:8]([C:17](=[O:18])[O:19][CH3:20])[CH2:9][CH:10]([O:12][S:13](=[O:14])(=[O:15])[CH3:16])[CH2:11]1.[CH3:29][CH2:30][OH:31].[CH3:32][CH2:33][O:34][C:35](=[O:36])[CH3:37].[ClH:28].[Na+:27].[O:21]1[CH2:22][CH2:23][CH2:24][CH2:25]1.[OH2:38]>>[CH2:1]([CH:2]=[CH2:3])[O:4][C:5](=[O:6])[N:7]1[CH:8]([CH2:17][OH:18])[CH2:9][CH:10]([O:12][S:13](=[O:14])(=[O:15])[CH3:16])[CH2:11]1. Starting materials: Cl[SiH]1CCC(CC1)C1=CC(=C(C=C1)F)F (4-(4-chloro-4-silacyclohexyl)-1,2-difluorobenzene). Run in O1CCCC1 (THF). Product: C(CC)[C@@H]1CC[C@H](CC1)[SiH]1CCC(CC1)C1=CC(=C(C=C1)F)F (4-(4-(trans-4-n-propylcyclohexyl)-4-silacyclohexyl)-1, 2-difluorobenzene). The yield is 91.0%. As a reaction SMILES: Cl[SiH:2]1[CH2:7][CH2:6][CH:5]([C:8]2[CH:13]=[CH:12][C:11]([F:14])=[C:10]([F:15])[CH:9]=2)[CH2:4][CH2:3]1>O1CCCC1>[CH2:5]([C@H:8]1[CH2:13][CH2:12][C@H:11]([SiH:2]2[CH2:7][CH2:6][CH:5]([C:8]3[CH:13]=[CH:12][C:11]([F:14])=[C:10]([F:15])[CH:9]=3)[CH2:4][CH2:3]2)[CH2:10][CH2:9]1)[CH2:4][CH3:3]. Procedure details: 4.1 g (20 mmol) of 4-n-propylcyclohexyl bromide was dropped into a mixture of 0.5 g of magnesium (21 mmol) and 50 ml of tetrahydrofuran (THF) to obtain Grignard reagent. This solution was then dropped into a 50 ml THF solution of 4.9 g (20 mmol) of 4-(4-chloro-4-silacyclohexyl)-1,2-difluorobenzene to obtain 4-(4-(trans-4-n-propylcyclohexyl)-4-silacyclohexyl)-1, 2-difluorobenzene. Starting materials: solution, FC(C(=O)O)(F)F (trifluoroacetic acid), N(=[N+]=[N-])C1=C(COC(=O)NC[C@@H](CC[C@H](C(=O)O[C@@H]2[C@@H](O[C@@H]([C@@H]2O)N2C3=NC=NC(=C3N=C2)N)COP(=O)(O)O[C@@H]2[C@H](O[C@H](C2)N2C(N=C(C=C2)N)=O)COP(=O)(O)O)NC(=O)OC(C)(C)C)SSC)C=CC=C1 ((2S,5S)-(2R,3S,4R,5R)-2-((((((2R,3S,5R)-5-(4-amino-2-oxopyrimidin-1(2H)-yl)-2-((phosphonooxy)methyl)tetrahydrofuran-3-yl)oxy)(hydroxy)phosphoryl)oxy)methyl)-5-(6-amino-9H-purin-9-yl)-4-hydroxytetrahydrofuran-3-yl 6-((((2-azidobenzyl)oxy)carbonyl)amino)-2-((tert-butoxycarbonyl)amino)-5-(methyldisulfanyl)hexanoate). The solvent is ClCCl (dichloromethane), ClCCl (dichloromethane). Conditions: time 60 minute. The product is N[C@@H](C(=O)O[C@@H]1[C@@H](O[C@@H]([C@@H]1O)N1C2=NC=NC(=C2N=C1)N)COP(=O)(O)O[C@@H]1[C@H](O[C@H](C1)N1C(N=C(C=C1)N)=O)COP(=O)(O)O)CC[C@H](CNC(=O)OCC1=C(C=CC=C1)N=[N+]=[N-])SSC ((2S,5S)-(2R,3S,4R,5R)-2-((((((2R,3S,5R)-5-(4-amino-2-oxopyrimidin-1(2H)-yl)-2-((phosphonooxy)methyl)tetrahydrofuran-3-yl)oxy)(hydroxy)phosphoryl)oxy)methyl)-5-(6-amino-9H-purin-9-yl)-4-hydroxytetrahydrofuran-3-yl 2-amino-6-((((2-azidobenzyl)oxy) carbonyl)amino)-5-(methyldisulfanyl)hexanoate). Isolated yield 54.9%. Reaction SMILES: FC(F)(F)C(O)=O.[N:8]([C:11]1[CH:81]=[CH:80][CH:79]=[CH:78][C:12]=1[CH2:13][O:14][C:15]([NH:17][CH2:18][C@H:19]([S:75][S:76][CH3:77])[CH2:20][CH2:21][C@@H:22]([NH:67]C(OC(C)(C)C)=O)[C:23]([O:25][C@H:26]1[C@@H:30]([OH:31])[C@@H:29]([N:32]2[CH:40]=[N:39][C:38]3[C:33]2=[N:34][CH:35]=[N:36][C:37]=3[NH2:41])[O:28][C@H:27]1[CH2:42][O:43][P:44]([O:47][C@H:48]1[CH2:52][C@H:51]([N:53]2[CH:58]=[CH:57][C:56]([NH2:59])=[N:55][C:54]2=[O:60])[O:50][C@@H:49]1[CH2:61][O:62][P:63]([OH:66])([OH:65])=[O:64])([OH:46])=[O:45])=[O:24])=[O:16])=[N+:9]=[N-:10]>ClCCl>[NH2:67][C@H:22]([CH2:21][CH2:20][C@@H:19]([S:75][S:76][CH3:77])[CH2:18][NH:17][C:15]([O:14][CH2:13][C:12]1[CH:78]=[CH:79][CH:80]=[CH:81][C:11]=1[N:8]=[N+:9]=[N-:10])=[O:16])[C:23]([O:25][C@H:26]1[C@@H:30]([OH:31])[C@@H:29]([N:32]2[CH:40]=[N:39][C:38]3[C:33]2=[N:34][CH:35]=[N:36][C:37]=3[NH2:41])[O:28][C@H:27]1[CH2:42][O:43][P:44]([O:47][C@H:48]1[CH2:52][C@H:51]([N:53]2[CH:58]=[CH:57][C:56]([NH2:59])=[N:55][C:54]2=[O:60])[O:50][C@@H:49]1[CH2:61][O:62][P:63]([OH:66])([OH:65])=[O:64])([OH:46])=[O:45])=[O:24]. Procedure: A 10% solution of trifluoroacetic acid in dichloromethane (0.1 mL) was added to a solution of (2S,5S)-(2R,3S,4R,5R)-2-((((((2R,3S,5R)-5-(4-amino-2-oxopyrimidin-1(2H)-yl)-2-((phosphonooxy)methyl)tetrahydrofuran-3-yl)oxy)(hydroxy)phosphoryl)oxy)methyl)-5-(6-amino-9H-purin-9-yl)-4-hydroxytetrahydrofuran-3-yl 6-((((2-azidobenzyl)oxy)carbonyl)amino)-2-((tert-butoxycarbonyl)amino)-5-(methyldisulfanyl)hexanoate (Compound tk17) (2.8 mg, 2.504 μmol) in dichloromethane (0.1 mL), and the mixture was stirre... Starting materials: NC1=C(N=NN1)C(=O)N (5-amino-l,2,3-triazole-4-carboxamide), [H-].[Na+] (sodium hydride), oil, C1(=CC=CC2=CC=CC=C12)C(=O)C1=C(C=C(CBr)C=C1C)C (4-(1-naphthoyl)-3,5dimethylbenzyl bromide), O (water). Run in CN(C=O)C (dimethylformamide), CN(C=O)C (DMF), C(C)(=O)O (acetic acid). Conditions: temperature 45 celsius, time 1 hour. Product: NC1=C(N=NN1CC1=CC(=C(C(=C1)C)C(=O)C1=CC=CC2=CC=CC=C12)C)C(=O)N (5-Amino-l-[4-(l-naphthoyl)-3,5-dimethylbenzyl]-l,2,3-triazole-4-carboxamide). As a reaction SMILES: [NH2:1][C:2]1[NH:6][N:5]=[N:4][C:3]=1[C:7]([NH2:9])=[O:8].[H-].[Na+].[C:12]1([C:22]([C:24]2[C:31]([CH3:32])=[CH:30][C:27]([CH2:28]Br)=[CH:26][C:25]=2[CH3:33])=[O:23])[C:21]2[C:16](=[CH:17][CH:18]=[CH:19][CH:20]=2)[CH:15]=[CH:14][CH:13]=1.O>CN(C)C=O.C(O)(=O)C>[NH2:1][C:2]1[N:6]([CH2:28][C:27]2[CH:26]=[C:25]([CH3:33])[C:24]([C:22]([C:12]3[C:21]4[C:16](=[CH:17][CH:18]=[CH:19][CH:20]=4)[CH:15]=[CH:14][CH:13]=3)=[O:23])=[C:31]([CH3:32])[CH:30]=2)[N:5]=[N:4][C:3]=1[C:7]([NH2:9])=[O:8] |f:1.2|. Procedure: A solution of 5-amino-l,2,3-triazole-4-carboxamide (182 mg, 1.43 mmol) in 5 ml of dry dimethylformamide (DMF) is treated with 50% sodium hydride dispersion in mineral oil (70mg). The reaction mixture is warmed to 45° C. and stirred for 1 hour. To this mixture, a solution of 4-(1-naphthoyl)-3,5dimethylbenzyl bromide (0.43 g, 1.2 mmol) in 5 ml of dry DMF is added. The reaction mixture is stirred at 45° C. for an additional 20 minutes and then stirred at room temperature for 1 hour. The reaction mi... The reactants are COc1ccc(C2COCCO2)c2sc(NC(=O)c3ccnc(Br)c3)nc12, O=C([O-])[O-], C1CNC1, ClC(Cl)Cl, [Cs+], [Cs+]. Product: COc1ccc(C2COCCO2)c2sc(NC(=O)c3ccnc(N4CCC4)c3)nc12. As a reaction SMILES: [Br:1][c:2]1[cH:3][c:4]([C:5](=[O:6])[NH:7][c:8]2[s:9][c:10]3[c:11]([n:12]2)[c:13]([O:23][CH3:24])[cH:14][cH:15][c:16]3[CH:17]2[O:18][CH2:19][CH2:20][O:21][CH2:22]2)[cH:25][cH:26][n:27]1.[C:28](=[O:29])([O-:30])[O-:31].[CH2:34]1[CH2:35][NH:36][CH2:37]1.[Cl:38][CH:39]([Cl:40])[Cl:41].[Cs+:32].[Cs+:33]>>[c:2]1([N:36]2[CH2:35][CH2:34][CH2:37]2)[cH:3][c:4]([C:5](=[O:6])[NH:7][c:8]2[s:9][c:10]3[c:11]([n:12]2)[c:13]([O:23][CH3:24])[cH:14][cH:15][c:16]3[CH:17]2[O:18][CH2:19][CH2:20][O:21][CH2:22]2)[cH:25][cH:26][n:27]1.